Dataset: the Open Reaction Database (ORD), a public repository of structured organic reaction records. Task: describe an organic reaction: reactants, conditions, products, and yield Reaction SMILES: [CH2:1]([c:2]1[cH:3][cH:4][cH:5][cH:6][cH:7]1)[n:8]1[n:9][c:10]([O:19][CH2:20][c:21]2[cH:22][c:23]([O:41][CH3:42])[c:24]([O:27][CH2:28][c:29]3[n:30][c:31](-[c:35]4[cH:36][cH:37][cH:38][cH:39][cH:40]4)[o:32][c:33]3[CH3:34])[cH:25][cH:26]2)[c:11]([CH2:13][C:14](=[O:15])[O:16][CH2:17][CH3:18])[cH:12]1.[CH3:51][CH2:52][OH:53].[ClH:50].[Na+:44].[O:45]1[CH2:46][CH2:47][CH2:48][CH2:49]1.[OH-:43]>>[CH2:1]([c:2]1[cH:3][cH:4][cH:5][cH:6][cH:7]1)[n:8]1[n:9][c:10]([O:19][CH2:20][c:21]2[cH:22][c:23]([O:41][CH3:42])[c:24]([O:27][CH2:28][c:29]3[n:30][c:31](-[c:35]4[cH:36][cH:37][cH:38][cH:39][cH:40]4)[o:32][c:33]3[CH3:34])[cH:25][cH:26]2)[c:11]([CH2:13][C:14](=[O:15])[OH:16])[cH:12]1. Yields the product COc1cc(COc2nn(Cc3ccccc3)cc2CC(=O)O)ccc1OCc1nc(-c2ccccc2)oc1C. Reactants: CCOC(=O)Cc1cn(Cc2ccccc2)nc1OCc1ccc(OCc2nc(-c3ccccc3)oc2C)c(OC)c1, CCO, Cl, [Na+], C1CCOC1, [OH-].